describe an organic reaction: reactants, conditions, products, and yield From a dataset of the Open Reaction Database (ORD), a public repository of structured organic reaction records. The reactants are COC(=O)C1=C(C)NC(C)=C(C(=O)O)C1c1cccc([N+](=O)[O-])c1, Cc1ccccc1, C(=NC1CCCCC1)=NC1CCCCC1, OCC=Cc1ccc(Cn2cncn2)cc1. The product is COC(=O)C1=C(C)NC(C)=C(C(=O)OCC=Cc2ccc(Cn3cncn3)cc2)C1c1cccc([N+](=O)[O-])c1. As a reaction SMILES: [CH3:1][C:2]1=[C:7]([C:8](=[O:9])[OH:10])[CH:6]([c:11]2[cH:12][c:13]([N+:17](=[O:18])[O-:19])[cH:14][cH:15][cH:16]2)[C:5]([C:20](=[O:21])[O:22][CH3:23])=[C:4]([CH3:24])[NH:3]1.[CH3:56][c:57]1[cH:58][cH:59][cH:60][cH:61][cH:62]1.[CH:41]1([N:42]=[C:43]=[N:44][CH:45]2[CH2:46][CH2:47][CH2:48][CH2:49][CH2:50]2)[CH2:51][CH2:52][CH2:53][CH2:54][CH2:55]1.[n:25]1([CH2:30][c:31]2[cH:32][cH:33][c:34]([CH:37]=[CH:38][CH2:39][OH:40])[cH:35][cH:36]2)[n:26][cH:27][n:28][cH:29]1>>[CH3:1][C:2]1=[C:7]([C:8](=[O:9])[O:40][CH2:39][CH:38]=[CH:37][c:34]2[cH:33][cH:32][c:31]([CH2:30][n:25]3[n:26][cH:27][n:28][cH:29]3)[cH:36][cH:35]2)[CH:6]([c:11]2[cH:12][c:13]([N+:17](=[O:18])[O-:19])[cH:14][cH:15][cH:16]2)[C:5]([C:20](=[O:21])[O:22][CH3:23])=[C:4]([CH3:24])[NH:3]1. Starting materials: C(C1=CC=CC=C1)C=1OC2=C(C1C1=CC=C(C=C1)B1OC(C(O1)(C)C)(C)C)C=CC=C2 (2-benzyl-3-[4′-(4,4,5,5-tetramethyl-[1,3,2]-dioxaborolan-2-yl)phenyl]-benzofuran), CS(=O)C (DMSO), C(C)(C)(C)OC(CN(CC1=CC(=CC=C1)C(F)(F)F)S(=O)(=O)C1=CC=C(C=C1)Br)=O (tert-Butyl-[(4-bromobenzenesulfonyl)-(3-trifluoromethylbenzyl)amino]-acetate), P(=O)([O-])([O-])[O-].[K+].[K+].[K+] (tripotassium phosphate), CS(=O)C (DMSO). The solvent is C(C)(=O)OCC (ethyl acetate). Conditions: temperature 80 celsius. Product: C(C)(C)(C)OC(CN(CC1=CC(=CC=C1)C(F)(F)F)S(=O)(=O)C1=CC=C(C=C1)C1=CC=C(C=C1)C1=C(OC2=C1C=CC=C2)CC2=CC=CC=C2)=O (Tert-Butyl-{[4′-(2-benzylbenzofuran-3-yl)biphenyl-4-sulfonyl]-(3-trifluoromethyl-benzyl)amino}acetate). Yield: 23.0%. RXN SMILES: [CH2:1]([C:8]1[O:9][C:10]2[CH:31]=[CH:30][CH:29]=[CH:28][C:11]=2[C:12]=1[C:13]1[CH:18]=[CH:17][C:16](B2OC(C)(C)C(C)(C)O2)=[CH:15][CH:14]=1)[C:2]1[CH:7]=[CH:6][CH:5]=[CH:4][CH:3]=1.CS(C)=O.[C:36]([O:40][C:41](=[O:65])[CH2:42][N:43]([S:55]([C:58]1[CH:63]=[CH:62][C:61](Br)=[CH:60][CH:59]=1)(=[O:57])=[O:56])[CH2:44][C:45]1[CH:50]=[CH:49][CH:48]=[C:47]([C:51]([F:54])([F:53])[F:52])[CH:46]=1)([CH3:39])([CH3:38])[CH3:37].P([O-])([O-])([O-])=O.[K+].[K+].[K+]>C(OCC)(=O)C>[C:36]([O:40][C:41](=[O:65])[CH2:42][N:43]([S:55]([C:58]1[CH:63]=[CH:62][C:61]([C:16]2[CH:15]=[CH:14][C:13]([C:12]3[C:11]4[CH:28]=[CH:29][CH:30]=[CH:31][C:10]=4[O:9][C:8]=3[CH2:1][C:2]3[CH:7]=[CH:6][CH:5]=[CH:4][CH:3]=3)=[CH:18][CH:17]=2)=[CH:60][CH:59]=1)(=[O:57])=[O:56])[CH2:44][C:45]1[CH:50]=[CH:49][CH:48]=[C:47]([C:51]([F:54])([F:53])[F:52])[CH:46]=1)([CH3:39])([CH3:38])[CH3:37] |f:3.4.5.6|. Reported procedure: A solution of 2-benzyl-3-[4′-(4,4,5,5-tetramethyl-[1,3,2]-dioxaborolan-2-yl)phenyl]-benzofuran (268 mg 0.653 mmol) in anhyd DMSO (5 mL) was added to a stirred suspension of tert-Butyl-[(4-bromobenzenesulfonyl)-(3-trifluoromethylbenzyl)amino]-acetate (296 mg, 0.58 mmol) and tripotassium phosphate (0.37 g, 1.76 mmol) in anhyd DMSO (5 mL). [1,1′-Bis(diphenylphosphino)ferrocene]dichloropalladium(II)-DCM complex (60 mg, 0.07 mmol) was added as a solid, and the resulting suspension was heated to 80° C... Reactants: C[O-], O=C(O)c1cc(Cl)nnc1Nc1ccc(I)cc1F, [Na+], CN(C)C=O. The product is COc1cc(C(=O)O)c(Nc2ccc(I)cc2F)nn1. Reaction SMILES: [CH3:20][O-:21].[Cl:1][c:2]1[cH:3][c:4]([C:17](=[O:18])[OH:19])[c:5]([NH:8][c:9]2[c:10]([F:16])[cH:11][c:12]([I:15])[cH:13][cH:14]2)[n:6][n:7]1.[Na+:22].[O:23]=[CH:24][N:25]([CH3:26])[CH3:27]>>[c:2]1([O:21][CH3:20])[cH:3][c:4]([C:17](=[O:18])[OH:19])[c:5]([NH:8][c:9]2[c:10]([F:16])[cH:11][c:12]([I:15])[cH:13][cH:14]2)[n:6][n:7]1. Reactants: CC(=O)Nc1cccc(-n2nc(C#N)c(=O)[nH]c2=O)c1, O=C([O-])[O-], CC#N, Clc1ccc(CBr)cc1, [K+], [K+], O. Product: CC(=O)Nc1cccc(-n2nc(C#N)c(=O)n(Cc3ccc(Cl)cc3)c2=O)c1. RXN SMILES: [C:1](#[N:2])[c:3]1[c:4](=[O:20])[nH:5][c:6](=[O:19])[n:7](-[c:9]2[cH:10][c:11]([NH:15][C:16]([CH3:17])=[O:18])[cH:12][cH:13][cH:14]2)[n:8]1.[C:30](=[O:31])([O-:32])[O-:33].[CH3:37][C:38]#[N:39].[Cl:21][c:22]1[cH:23][cH:24][c:25]([CH2:26][Br:27])[cH:28][cH:29]1.[K+:34].[K+:35].[OH2:36]>>[C:1](#[N:2])[c:3]1[c:4](=[O:20])[n:5]([CH2:26][c:25]2[cH:24][cH:23][c:22]([Cl:21])[cH:29][cH:28]2)[c:6](=[O:19])[n:7](-[c:9]2[cH:10][c:11]([NH:15][C:16]([CH3:17])=[O:18])[cH:12][cH:13][cH:14]2)[n:8]1.